Dataset: the Open Reaction Database (ORD), a public repository of structured organic reaction records. Task: describe an organic reaction: reactants, conditions, products, and yield Yields the product C(#N)C=1C=CC2=C(C=CC(O2)(C)C)C1 (6-cyano-2,2-dimethyl-2H-1-benzopyran), ( III ). Starting materials: ClC(C#C)(C)C (3-chloro-3-methyl-butyne), ( IX ), C(#N)C1=CC=C(C=C1)O (4-cyano-phenol), ( I ). Procedure: According to EPO 0 076 075 describing the possibilities for preparing Kromakalim 4-cyano-phenol of the formula (I) ##STR4## is reacted with 3-chloro-3-methyl-butyne resulting in propargyl-ether of the formula (IX) ##STR5## which is then subjected to ring closure to produce 6-cyano-2,2-dimethyl-2H-1-benzopyran of the formula (III) ##STR6## The compound of the formula (III) is then converted through 6-cyano-trans-3-bromo-3,4-dihydro-2,2-dimethyl-2H-1-benzopyran-4-ol to 6-cyano-3,4-dihydro-3,4-epox... Solvent: C(C#C)OCC#C (propargyl-ether). Reaction SMILES: [C:1]([C:3]1[CH:8]=[CH:7][C:6]([OH:9])=[CH:5][CH:4]=1)#[N:2].Cl[C:11]([CH3:15])([CH3:14])[C:12]#[CH:13]>C(OCC#C)C#C>[C:1]([C:3]1[CH:4]=[CH:5][C:6]2[O:9][C:11]([CH3:15])([CH3:14])[CH:12]=[CH:13][C:7]=2[CH:8]=1)#[N:2]. The reactants are [Al+3], [Br-], [Br-], [Br-], Cc1ccccc1, CCCCCCC(C)C(=O)c1ccc(OC)c(F)c1, O. Yields the product CCCCCCC(C)C(=O)c1ccc(O)c(F)c1. RXN SMILES: [Al+3:21].[Br-:20].[Br-:22].[Br-:23].[CH3:25][c:26]1[cH:27][cH:28][cH:29][cH:30][cH:31]1.[F:1][c:2]1[c:3]([O:18][CH3:19])[cH:4][cH:5][c:6]([C:8]([CH:9]([CH2:10][CH2:11][CH2:12][CH2:13][CH2:14][CH3:15])[CH3:16])=[O:17])[cH:7]1.[OH2:24]>>[F:1][c:2]1[c:3]([OH:18])[cH:4][cH:5][c:6]([C:8]([CH:9]([CH2:10][CH2:11][CH2:12][CH2:13][CH2:14][CH3:15])[CH3:16])=[O:17])[cH:7]1. The reagents and catalysts are [C].[Pd] (palladium-carbon). Solvent: O1CCCC1 (tetrahydrofuran). Yields the product C(=O)NC=1SC=C(N1)C(C(=O)NC1[C@@H]2N(C(=CCS2)C(=O)O)C1=O)=NOCC(N)=O (7-[2-(2-formamidothiazol-4-yl)-2-carbamoylmethoxyiminoacetamido]-3-cephem-4-carboxylic acid). Conditions: time 3 hour. Procedure details: A suspension of 4-nitrobenzyl 7-[2-(2-formamidothiazol-4-yl)-2-carbamoylmethoxyiminoacetamido]-3-cephem-4-carboxylate (syn isomer, 2.4 g.), 10% palladium-carbon (0.96 g.), acetic acid (0.17 ml.), methanol (9.6 ml.), water (1.7 ml) and tetrahydrofuran (24 ml.) was subjected to catalytic reduction under ordinary pressure for 3 hours. After filtration, the filtrate was concentrated in vacuo. Water and ethyl acetate were added to the residue and adjusted to pH 7.5 with sodium bicarbonate. After filt... Reactants: C(=O)NC=1SC=C(N1)C(C(=O)NC1[C@@H]2N(C(=CCS2)C(=O)OCC2=CC=C(C=C2)[N+](=O)[O-])C1=O)=NOCC(N)=O (4-nitrobenzyl 7-[2-(2-formamidothiazol-4-yl)-2-carbamoylmethoxyiminoacetamido]-3-cephem-4-carboxylate), C(C)(=O)O (acetic acid), CO (methanol), O (water). Reaction SMILES: [CH:1]([NH:3][C:4]1[S:5][CH:6]=[C:7]([C:9](=[N:35][O:36][CH2:37][C:38](=[O:40])[NH2:39])[C:10]([NH:12][CH:13]2[C:33](=[O:34])[N:15]3[C:16]([C:20]([O:22]CC4C=CC([N+]([O-])=O)=CC=4)=[O:21])=[CH:17][CH2:18][S:19][C@H:14]23)=[O:11])[N:8]=1)=[O:2].C(O)(=O)C.CO.O>[C].[Pd].O1CCCC1>[CH:1]([NH:3][C:4]1[S:5][CH:6]=[C:7]([C:9](=[N:35][O:36][CH2:37][C:38](=[O:40])[NH2:39])[C:10]([NH:12][CH:13]2[C:33](=[O:34])[N:15]3[C:16]([C:20]([OH:22])=[O:21])=[CH:17][CH2:18][S:19][C@H:14]23)=[O:11])[N:8]=1)=[O:2] |f:4.5|. Isolated yield 49.7%. The reactants are C1CCOC1, Cc1ccccc1B(O)O, O=[N+]([O-])c1ccc(Cl)cc1, [F-], [K+]. Yields the product Cc1ccccc1-c1ccc([N+](=O)[O-])cc1. RXN SMILES: [CH2:23]1[O:24][CH2:25][CH2:26][CH2:27]1.[CH3:11][c:12]1[c:13]([B:18]([OH:19])[OH:20])[cH:14][cH:15][cH:16][cH:17]1.[Cl:1][c:2]1[cH:3][cH:4][c:5]([N+:8](=[O:9])[O-:10])[cH:6][cH:7]1.[F-:21].[K+:22]>>[c:2]1(-[c:13]2[c:12]([CH3:11])[cH:17][cH:16][cH:15][cH:14]2)[cH:3][cH:4][c:5]([N+:8](=[O:9])[O-:10])[cH:6][cH:7]1. Starting materials: O=C1OC2(CCN(CC2)C2CCN(CC2)C(=O)OC(C)(C)C)C2=C(N1)C=CC=C2 (tert-Butyl 4-(2-oxo-1,2-dihydrospiro[benzo[d][1,3]oxazine-4,4′-piperidine]-1′-yl)piperidine-1-carboxylate). Run in Cl (HCl), Cl (HCl). Reaction conditions: time 18 hour. The product is N1CCC(CC1)N1CCC2(CC1)C1=C(NC(O2)=O)C=CC=C1 (1′-(piperidin-4-yl)spiro[benzo[d][1,3]oxazine-4,4′-piperidin]-2(1H)-one), bis-hydrochloride. Reaction SMILES: [O:1]=[C:2]1[NH:25][C:24]2[CH:26]=[CH:27][CH:28]=[CH:29][C:23]=2[C:4]2([CH2:9][CH2:8][N:7]([CH:10]3[CH2:15][CH2:14][N:13](C(OC(C)(C)C)=O)[CH2:12][CH2:11]3)[CH2:6][CH2:5]2)[O:3]1>Cl>[NH:13]1[CH2:14][CH2:15][CH:10]([N:7]2[CH2:8][CH2:9][C:4]3([O:3][C:2](=[O:1])[NH:25][C:24]4[CH:26]=[CH:27][CH:28]=[CH:29][C:23]3=4)[CH2:5][CH2:6]2)[CH2:11][CH2:12]1. Reported procedure: tert-Butyl 4-(2-oxo-1,2-dihydrospiro[benzo[d][1,3]oxazine-4,4′-piperidine]-1′-yl)piperidine-1-carboxylate (vib) (432 mg, 1.08 mmol) was dissolved in 3.0 N methanolic HCl (10 mL) and stirred at room temperature for 18 hours. Additional 3.0 N methanolic HCl was added (10 mL) and the reaction heated at 60° C. for 2 hours. The reaction mixture was concentrated under reduced pressure, treated with acetonitrile (approx. 25 mL) and re-concentrated to afford 1′-(piperidin-4-yl)spiro[benzo[d][1,3]oxazine...